Dataset: the Open Reaction Database (ORD), a public repository of structured organic reaction records. Task: describe an organic reaction: reactants, conditions, products, and yield Reactants: COc1c([N+](=O)[O-])cc(Br)c2c1C(=O)CC2, CCOP(=O)(CC#N)OCC, [Cl-], [H-], [NH4+], [Na+], C1CCOC1. Product: COc1c([N+](=O)[O-])cc(Br)c2c1C(=CC#N)CC2. RXN SMILES: [Br:14][c:15]1[c:16]2[c:20]([c:21]([O:27][CH3:28])[c:22]([N+:24](=[O:25])[O-:26])[cH:23]1)[C:19](=[O:29])[CH2:18][CH2:17]2.[C:3](#[N:4])[CH2:5][P:6](=[O:7])([O:8][CH2:9][CH3:10])[O:11][CH2:12][CH3:13].[Cl-:30].[H-:1].[NH4+:31].[Na+:2].[O:32]1[CH2:33][CH2:34][CH2:35][CH2:36]1>>[C:3](#[N:4])[CH:5]=[C:19]1[CH2:18][CH2:17][c:16]2[c:15]([Br:14])[cH:23][c:22]([N+:24](=[O:25])[O-:26])[c:21]([O:27][CH3:28])[c:20]21. The reactants are [OH-].[Li+] (Lithium hydroxide), ClC=1C=C(C=CC1)NC=1SC(=CN1)C=1C=C2CCC(C(C2=CC1)=O)(CC(F)(F)F)CC(=O)OC (Methyl 2-(6-(2-(3-chlorophenylamino)thiazol-5-yl)-1-oxo-2-(2,2,2-trifluoroethyl)-1,2,3,4-tetrahydronaphthalen-2-yl)acetate). Solvent: C(C)O.O (ethanol water). Conditions: time 1 hour. The product is ClC=1C=C(C=CC1)NC=1SC(=CN1)C=1C=C2CCC(C(C2=CC1)=O)(CC(F)(F)F)CC(=O)O (2-(6-(2-(3-Chlorophenylamino)thiazol-5-yl)-1-oxo-2-(2,2,2-trifluoroethyl)-1,2,3,4-tetrahydronaphthalen-2-yl)acetic acid). Yield: 59.9%. RXN SMILES: [OH-].[Li+].[Cl:3][C:4]1[CH:5]=[C:6]([NH:10][C:11]2[S:12][C:13]([C:16]3[CH:17]=[C:18]4[C:23](=[CH:24][CH:25]=3)[C:22](=[O:26])[C:21]([CH2:32][C:33]([O:35]C)=[O:34])([CH2:27][C:28]([F:31])([F:30])[F:29])[CH2:20][CH2:19]4)=[CH:14][N:15]=2)[CH:7]=[CH:8][CH:9]=1>C(O)C.O>[Cl:3][C:4]1[CH:5]=[C:6]([NH:10][C:11]2[S:12][C:13]([C:16]3[CH:17]=[C:18]4[C:23](=[CH:24][CH:25]=3)[C:22](=[O:26])[C:21]([CH2:32][C:33]([OH:35])=[O:34])([CH2:27][C:28]([F:31])([F:30])[F:29])[CH2:20][CH2:19]4)=[CH:14][N:15]=2)[CH:7]=[CH:8][CH:9]=1 |f:0.1,3.4|. Reported procedure: Lithium hydroxide (0.05 g, 1.18 mmol) was added to a solution of 26D2 (0.12 g, 0.236 mmol) in 8 mL of ethanol-water (3:1) mixture, and the reaction mixture was stirred at room temperature for 1 h. After the solvent was removed in vacuo, the residue was dissolved in water. The aqueous layer was acidified by addition of saturated citric acid solution until pH 2 was attained. The resulting solution was cooled to 0° C. and solids obtained were filtered off and dried under vacuum to afford the title ... Yields the product CCCCCCC(C)N1CCN(C(=O)c2ccc(CN3CCCCC3)cc2)CC1. Reaction SMILES: [CH2:25]1[CH2:26][CH2:27][NH:28][CH2:29][CH2:30]1.[CH3:1][CH:2]([CH2:3][CH2:4][CH2:5][CH2:6][CH2:7][CH3:8])[N:9]1[CH2:10][CH2:11][N:12]([C:15](=[O:16])[c:17]2[cH:18][cH:19][c:20]([CH:21]=[O:22])[cH:23][cH:24]2)[CH2:13][CH2:14]1>>[CH3:1][CH:2]([CH2:3][CH2:4][CH2:5][CH2:6][CH2:7][CH3:8])[N:9]1[CH2:10][CH2:11][N:12]([C:15](=[O:16])[c:17]2[cH:18][cH:19][c:20]([CH2:21][N:28]3[CH2:27][CH2:26][CH2:25][CH2:30][CH2:29]3)[cH:23][cH:24]2)[CH2:13][CH2:14]1. The reactants are C1CCNCC1, CCCCCCC(C)N1CCN(C(=O)c2ccc(C=O)cc2)CC1. The reactants are ClCCl (dichloromethane), C1(=CC=CC=C1)CCCCCCCCCCCO (11-Phenyl-1-undecanol), CS(=O)(=O)Cl (methanesulfonyl chloride). Solvent: C(C)N(CC)CC (triethylamine). Yields the product CS(=O)(=O)OCCCCCCCCCCCC1=CC=CC=C1 (11-Phenyl-1-undecanol O-methanesulfonate). Reaction SMILES: ClCCl.[C:4]1([CH2:10][CH2:11][CH2:12][CH2:13][CH2:14][CH2:15][CH2:16][CH2:17][CH2:18][CH2:19][CH2:20][OH:21])[CH:9]=[CH:8][CH:7]=[CH:6][CH:5]=1.[CH3:22][S:23](Cl)(=[O:25])=[O:24]>C(N(CC)CC)C>[CH3:22][S:23]([O:21][CH2:20][CH2:19][CH2:18][CH2:17][CH2:16][CH2:15][CH2:14][CH2:13][CH2:12][CH2:11][CH2:10][C:4]1[CH:9]=[CH:8][CH:7]=[CH:6][CH:5]=1)(=[O:25])=[O:24]. Procedure details: To a mixture of 750 ml. of dichloromethane, 37.2 g. of 11-phenyl-1-undecanol (prepared as described in Example 6) and 32 ml. of triethylamine cooled in an ice-salt bath to -10° C. is added dropwise, over 15 minutes, 13.2 ml. of methanesulfonyl chloride. The mixture is cooled at -10° C. to -15° C. for 30 minutes and then washed with 300 ml. of cold water, 300 ml. of cold 10% hydrochloric acid, 300 ml. of cold 5% sodium carbonate and with 200 ml. of cold, saturated, sodium chloride solution. The o... Starting materials: Brc1ccccc1, CN1CCCC1=O, [Cu], [K+], [OH-], Cc1cn2cccc(O)c2n1. The product is Cc1cn2cccc(Oc3ccccc3)c2n1. As a reaction SMILES: [Br:12][c:13]1[cH:14][cH:15][cH:16][cH:17][cH:18]1.[CH3:21][N:22]1[CH2:23][CH2:24][CH2:25][C:26]1=[O:27].[Cu:28].[K+:20].[OH-:19].[OH:1][c:2]1[c:3]2[n:4]([cH:5][cH:6][cH:7]1)[cH:8][c:9]([CH3:11])[n:10]2>>[O:1]([c:2]1[c:3]2[n:4]([cH:5][cH:6][cH:7]1)[cH:8][c:9]([CH3:11])[n:10]2)[c:13]1[cH:14][cH:15][cH:16][cH:17][cH:18]1. The reactants are FC(C1=CC=C2C=CNC2=C1)(F)F (6-(trifluoromethyl)indole), C(C)[Mg]Br (ethylmagnesium bromide), CC1(C(C1(C)C)C(=O)Cl)C (2,2,3,3-tetramethylcyclopropanecarbonyl chloride). The reagents and catalysts are [Cl-].[Zn+2].[Cl-] (zinc chloride). Run in ClCCl (dichloromethane). Yields the product CC1(C(C1(C)C)C(=O)C1=CNC2=CC(=CC=C12)C(F)(F)F)C ((2,2,3,3-Tetramethyl-cyclopropyl)-(6-trifluoromethyl-1H-indol-3-yl)methanone). Isolated yield 9.8%. Reaction SMILES: [F:1][C:2]([F:13])([F:12])[C:3]1[CH:11]=[C:10]2[C:6]([CH:7]=[CH:8][NH:9]2)=[CH:5][CH:4]=1.C([Mg]Br)C.[CH3:18][C:19]1([CH3:27])[C:21]([CH3:23])([CH3:22])[CH:20]1[C:24](Cl)=[O:25]>ClCCl.[Cl-].[Zn+2].[Cl-]>[CH3:18][C:19]1([CH3:27])[C:21]([CH3:23])([CH3:22])[CH:20]1[C:24]([C:7]1[C:6]2[C:10](=[CH:11][C:3]([C:2]([F:1])([F:12])[F:13])=[CH:4][CH:5]=2)[NH:9][CH:8]=1)=[O:25] |f:4.5.6|. Procedure: A mixture of 6-(trifluoromethyl)indole (Lancaster, 1.0 g, 5.4 mmol), ethylmagnesium bromide (1.0 M solution in THF, 6.6 mL, 6.6 mmol), zinc chloride (1.0 M solution in Et2O, 6.6 mL, 6.6 mmol) and the product of Example 1A (8.1 mmol) in 40 mL of dichloromethane was processed as described in Example 1B to provide the title compound (0.17 g, 0.53 mmol, 10% yield). MS (DCI/NH3) m/z 310 (M+H)+. Yield: 45.7%. Product: CN(CCOC1=CC=C(CN(C2=C(C=CC(=C2)OC)C2CC=3C=CC(=CC3CC2)O)C(C)C)C=C1)C (6-{2-{[4-(2-Dimethylaminoethoxy)benzyl]isopropylamino}-4-methoxyphenyl}-5,6,7,8-tetrahydronaphthalen-2-ol). RXN SMILES: [OH:1][C:2]1[CH:38]=[CH:37][C:5]([C:6]([N:8]([CH:34]([CH3:36])[CH3:35])[C:9]2[CH:14]=[C:13]([O:15][CH3:16])[CH:12]=[CH:11][C:10]=2[CH:17]2[CH2:26][CH2:25][C:24]3[CH:23]=[C:22]([O:27]C(=O)C(C)(C)C)[CH:21]=[CH:20][C:19]=3[CH2:18]2)=O)=[CH:4][CH:3]=1.Cl[CH2:40][C:41]([N:43]([CH3:45])[CH3:44])=O>>[CH3:44][N:43]([CH3:45])[CH2:41][CH2:40][O:1][C:2]1[CH:3]=[CH:4][C:5]([CH2:6][N:8]([CH:34]([CH3:36])[CH3:35])[C:9]2[CH:14]=[C:13]([O:15][CH3:16])[CH:12]=[CH:11][C:10]=2[CH:17]2[CH2:26][CH2:25][C:24]3[CH:23]=[C:22]([OH:27])[CH:21]=[CH:20][C:19]=3[CH2:18]2)=[CH:37][CH:38]=1. The reactants are OC1=CC=C(C(=O)N(C2=C(C=CC(=C2)OC)C2CC=3C=CC(=CC3CC2)OC(C(C)(C)C)=O)C(C)C)C=C1 (pivalic acid 6-{2-[(4-hydroxybenzoyl)isopropylamino]-4-methoxyphenyl}-5,6,7,8-tetrahydronaphthalen-2-yl ester), ClCC(=O)N(C)C (2-chloro-N,N-dimethylacetamide). Procedure: Synthesized from pivalic acid 6-{2-[(4-hydroxybenzoyl)isopropylamino]-4-methoxyphenyl}-5,6,7,8-tetrahydronaphthalen-2-yl ester (30 mg) and 2-chloro-N,N-dimethylacetamide (14 mg) according to an analogous synthetic method to Example 404 and purified by LC-MS, the title compound (13 mg) was obtained. The reactants are CO[C@@H]1C(N(CC1)CC#C)=O ((S)-3-methoxy-1-(2-propynyl)-2-pyrrolidinone), N1CCCCC1 (piperidine), C=O (paraformaldehyde), cuprous chloride, [OH-].[Na+] (sodium hydroxide). Run in C(C)(=O)O (acetic acid), O1CCOCC1 (dioxane). Yields the product CO[C@@H]1C(N(CC1)CC#CCN1CCCCC1)=O ((S)-3-Methoxy-1-[4-(1-piperidinyl)-2-butynyl]-2-pyrrolidinone). Reaction SMILES: [CH3:1][O:2][C@H:3]1[CH2:7][CH2:6][N:5]([CH2:8][C:9]#[CH:10])[C:4]1=[O:11].[NH:12]1[CH2:17][CH2:16][CH2:15][CH2:14][CH2:13]1.[CH2:18]=O.[OH-].[Na+]>C(O)(=O)C.O1CCOCC1>[CH3:1][O:2][C@H:3]1[CH2:7][CH2:6][N:5]([CH2:8][C:9]#[C:10][CH2:18][N:12]2[CH2:17][CH2:16][CH2:15][CH2:14][CH2:13]2)[C:4]1=[O:11] |f:3.4|. Reported procedure: A mixture of 250 mg of (S)-3-methoxy-1-(2-propynyl)-2-pyrrolidinone, 3.0 ml of dioxane, 0.3 ml of acetic acid, 0.15 g of piperidine, 75 mg of paraformaldehyde and 10 mg of cuprous chloride was heated at reflux for 1 hour then cooled to 0° C. and basified with 1N sodium hydroxide. This mixture was extracted with dichloromethane. The dichloromethane solution was washed with brine, dried and concentrated, giving the desired product, [α]D2 =-43° (dichloromethane). Procedure details: To a stirred solution of 2,3-diaminotoluene (0.498 g, 0.407 mmol, Aldrich) in 2 N HCl (6 mL, 12 mmol), oxalic acid dihydrate (0.520 g, 0.412 mmol, Fisher) was added in one portion. The resulting deep purple solution was refluxed for 13 h, to give a purple suspension. This was cooled to 25° C., filtered, washed with water (5 mL), and dried in vacuo (0.1 mm Hg) to give a purple powder. This was taken up in 2 N NaOH (25 mL, 50 mmol), giving a brown solution, which was filtered. The brown filtrate w... Run at temperature 25 celsius. The reactants are NC1=C(C=CC=C1N)C (2,3-diaminotoluene), Cl (HCl), O.O.C(C(=O)O)(=O)O (oxalic acid dihydrate), [OH-].[Na+] (NaOH), Cl (HCl). Isolated yield 768.5%. Product: CC1=C2NC(C(NC2=CC=C1)=O)=O (5-Methyl-1,4-dihydro-2,3-quinoxalinedione). RXN SMILES: [NH2:1][C:2]1[C:7]([NH2:8])=[CH:6][CH:5]=[CH:4][C:3]=1[CH3:9].Cl.O.O.[C:13](O)(=[O:17])[C:14](O)=[O:15].[OH-].[Na+]>>[CH3:9][C:3]1[CH:4]=[CH:5][CH:6]=[C:7]2[C:2]=1[NH:1][C:13](=[O:17])[C:14](=[O:15])[NH:8]2 |f:2.3.4,5.6|.